Dataset: the Open Reaction Database (ORD), a public repository of structured organic reaction records. Task: describe an organic reaction: reactants, conditions, products, and yield Starting materials: [Al+3], COc1cc(Br)cc2c1C(=O)CCC2(C)C, [Cl-], [Cl-], [Cl-], ClCCl, O. The product is CC1(C)CCC(=O)c2c(O)cc(Br)cc21. As a reaction SMILES: [Al+3:18].[Br:1][c:2]1[cH:3][c:4]2[c:9]([c:10]([O:12][CH3:13])[cH:11]1)[C:8](=[O:14])[CH2:7][CH2:6][C:5]2([CH3:15])[CH3:16].[Cl-:17].[Cl-:19].[Cl-:20].[Cl:22][CH2:23][Cl:24].[OH2:21]>>[Br:1][c:2]1[cH:3][c:4]2[c:9]([c:10]([OH:12])[cH:11]1)[C:8](=[O:14])[CH2:7][CH2:6][C:5]2([CH3:15])[CH3:16]. Reactants: [Br-], [Br-], [Br-], CCCC[N+](CCCC)(CCCC)CCCC, CCCC[N+](CCCC)(CCCC)CCCC, CCCC[N+](CCCC)(CCCC)CCCC, ClCCl, COc1ccc(C=O)c(O)c1. The product is COc1cc(O)c(C=O)cc1Br. Reaction SMILES: [Br-:12].[Br-:13].[Br-:14].[CH2:15]([N+:16]([CH2:17][CH2:18][CH2:19][CH3:20])([CH2:21][CH2:22][CH2:23][CH3:24])[CH2:25][CH2:26][CH2:27][CH3:28])[CH2:29][CH2:30][CH3:31].[CH2:32]([N+:33]([CH2:34][CH2:35][CH2:36][CH3:37])([CH2:38][CH2:39][CH2:40][CH3:41])[CH2:42][CH2:43][CH2:44][CH3:45])[CH2:46][CH2:47][CH3:48].[CH2:49]([N+:50]([CH2:51][CH2:52][CH2:53][CH3:54])([CH2:55][CH2:56][CH2:57][CH3:58])[CH2:59][CH2:60][CH2:61][CH3:62])[CH2:63][CH2:64][CH3:65].[Cl:66][CH2:67][Cl:68].[OH:1][c:2]1[c:3]([CH:4]=[O:5])[cH:6][cH:7][c:8]([O:10][CH3:11])[cH:9]1>>[OH:1][c:2]1[c:3]([CH:4]=[O:5])[cH:6][c:7]([Br:12])[c:8]([O:10][CH3:11])[cH:9]1. Starting materials: CN1C(CC(=CC1(C)C)C1=CC=C(C=C1)O)(C)C (4-(1,2,2,6,6-pentamethyl-1,2,3,6-tetrahydro-pyridin-4-yl)-phenol). Reagents/catalysts: [Pd] (palladium on activated carbon). Solvent: CO (methanol). Reaction conditions: time 2 hour. Yields the product CN1C(CC(CC1(C)C)C1=CC=C(C=C1)O)(C)C (4-(1,2,2,6,6-pentamethyl-piperidin-4-yl)-phenol). Isolated yield 60.8%. Reaction SMILES: [CH3:1][N:2]1[C:7]([CH3:9])([CH3:8])[CH:6]=[C:5]([C:10]2[CH:15]=[CH:14][C:13]([OH:16])=[CH:12][CH:11]=2)[CH2:4][C:3]1([CH3:18])[CH3:17]>[Pd].CO>[CH3:1][N:2]1[C:7]([CH3:9])([CH3:8])[CH2:6][CH:5]([C:10]2[CH:11]=[CH:12][C:13]([OH:16])=[CH:14][CH:15]=2)[CH2:4][C:3]1([CH3:18])[CH3:17]. Procedure details: To 0.33 g of palladium on activated carbon (10%) was added a solution of 4-(1,2,2,6,6-pentamethyl-1,2,3,6-tetrahydro-pyridin-4-yl)-phenol (3.27 g, 13.3 mmol) in methanol (100 mL). This mixture was stirred at room temperature under H2 (1 atm) for 2 hours. The catalyst was filtered and the filtrate concentrated. The residue was purified by chromatography on silica gel (eluting with 7N NH3 in methanol/dichloromethane) to give 4-(1,2,2,6,6-pentamethyl-piperidin-4-yl)-phenol (2 g 60%) as a white foam... The reactants are C1(CC1)CN1CCN2C3=C(CC1C2)C=CC(=C3)N (4-cyclopropylmethyl-9-amino-3,4,5,6-tetrahydro-2H-1,5-methano-1,4-benzodiazocine), C(C)(=O)OC(C)=O (acetic anhydride). Run in N1=CC=CC=C1 (pyridine). Run at time 2 hour. The product is C1(CC1)CN1CCN2C3=C(CC1C2)C=CC(=C3)NC(C)=O (4-cyclopropylmethyl-9-acetamido-3,4,5,6-tetrahydro-2H-1,5-methano-1,4-benzodiazocine). RXN SMILES: [CH:1]1([CH2:4][N:5]2[CH:12]3[CH2:13][N:8]([C:9]4[CH:17]=[C:16]([NH2:18])[CH:15]=[CH:14][C:10]=4[CH2:11]3)[CH2:7][CH2:6]2)[CH2:3][CH2:2]1.[C:19](OC(=O)C)(=[O:21])[CH3:20]>N1C=CC=CC=1>[CH:1]1([CH2:4][N:5]2[CH:12]3[CH2:13][N:8]([C:9]4[CH:17]=[C:16]([NH:18][C:19](=[O:21])[CH3:20])[CH:15]=[CH:14][C:10]=4[CH2:11]3)[CH2:7][CH2:6]2)[CH2:2][CH2:3]1. Procedure details: A mixture of 4-cyclopropylmethyl-9-amino-3,4,5,6-tetrahydro-2H-1,5-methano-1,4-benzodiazocine (3 g.), acetic anhydride (10 ml.) and pyridine (25 ml.) was let stand for two hours at room temperature, then concentrated to dryness. The residue was partitioned between aqueous ammonia and chloroform. The chloroform layer was dried and concentrated to dryness. Recrystallization of the residue from ether afforded 4-cyclopropylmethyl-9-acetamido-3,4,5,6-tetrahydro-2H-1,5-methano-1,4-benzodiazocine (2.5 ... Reactants: C(C)(=O)O (acetic acid), C1(=CC=CC=C1)CCC(=O)O (3-phenylpropionic acid), C(C)(C)O (isopropanol), C1CCC(CC1)N=C=NC2CCCCC2 (DCC). Solvent: N1=CC=CC=C1 (pyridine). The product is C1(=CC=CC=C1)CCC(=O)OC(C)C (isopropyl 3-phenylpropionate). Yield: 94.0%. Reaction SMILES: [C:1]1([CH2:7][CH2:8][C:9]([OH:11])=[O:10])[CH:6]=[CH:5][CH:4]=[CH:3][CH:2]=1.[CH:12](O)([CH3:14])[CH3:13].C1CCC(N=C=NC2CCCCC2)CC1.C(O)(=O)C>N1C=CC=CC=1>[C:1]1([CH2:7][CH2:8][C:9]([O:11][CH:12]([CH3:14])[CH3:13])=[O:10])[CH:6]=[CH:5][CH:4]=[CH:3][CH:2]=1. Reported procedure: To a mixture of 3-phenylpropionic acid (15.0 g) and isopropanol (6.61 g) in pyridine (30 ml) perchloric acid (0.150 g) and DCC (24.8 g) are added. After stirring at room temperature for 24 h acetic acid (10 ml) is added, and the reaction mixture is worked-up as described in Example 1 to give a 94% yield of isopropyl 3-phenylpropionate (b. p., see Example 2). The solvent is CO (methanol). Isolated yield 102.8%. Reaction SMILES: [OH:1][NH:2][C:3]([C:5]1[CH:10]=[CH:9][C:8]([CH2:11][CH:12]([C:16]2[CH:21]=[CH:20][CH:19]=[C:18]([C:22]([F:25])([F:24])[F:23])[CH:17]=2)[C:13]([OH:15])=[O:14])=[CH:7][CH:6]=1)=[NH:4].[C:26](Cl)(=O)C(Cl)=O>CO>[CH3:26][O:14][C:13](=[O:15])[CH:12]([C:16]1[CH:21]=[CH:20][CH:19]=[C:18]([C:22]([F:24])([F:23])[F:25])[CH:17]=1)[CH2:11][C:8]1[CH:7]=[CH:6][C:5]([C:3](=[NH:4])[NH:2][OH:1])=[CH:10][CH:9]=1. Procedure: A solution of 3-[4-(N-hydroxycarbamimidoyl)-phenyl]-2-(3-trifluoromethyl-phenyl)-propionic acid (300 mg, 0.85 mmol, example 258/259 b1)) and oxalyl dichloride (119 mg, 0.95 mmol) in methanol (10 ml) was stirred for 1.5 days. The solvent was evaporated, and the residue solved in water and lyophilized to give 320 mg of the desired product (quantitative). MS m/z: 367.2 (M+H)+. The reactants are ONC(=N)C1=CC=C(C=C1)CC(C(=O)O)C1=CC(=CC=C1)C(F)(F)F (3-[4-(N-hydroxycarbamimidoyl)-phenyl]-2-(3-trifluoromethyl-phenyl)-propionic acid), C(C(=O)Cl)(=O)Cl (oxalyl dichloride). The product is COC(C(CC1=CC=C(C=C1)C(NO)=N)C1=CC(=CC=C1)C(F)(F)F)=O (3-[4-(N-Hydroxycarbamimidoyl)-phenyl]-2-(3-trifluoromethyl-phenyl)-propionic acid methyl ester). Isolated yield 85.8%. Conditions: temperature 110 celsius. Starting materials: ClC1=C(C=CC=C1)C#CC1=CC=CC=C1 (1-chloro-2-phenylethynyl-benzene), C(C)(C)(C)OC(=O)N(N)C1=CC=CC=C1 (N-phenylhydrazine carboxylic acid tert-butyl ester), C(=O)([O-])[O-].[Cs+].[Cs+] (Cs2CO3). Reported procedure: Following the general procedure outlined above, a reaction tube was charged with 4.4 mg PdCl2 (5 mol %), 14.5 mg tBu3PHBF4 (10 mol %), 228.1 mg Cs2CO3 (1.4 equiv.) and 2.5 mL DMF. After stirring for 30 min at RT under a flow of argon, 1-chloro-2-phenylethynyl-benzene (106.3 mg, 1.0 equiv.) and N-phenylhydrazine carboxylic acid tert-butyl ester (145.8 mg, 1.4 equiv.) were added and the reaction was heated to 110° C. for 3 hours. After cooling to RT, the reaction mixture was quenched with 30 mL Na... The product is C(C)(C)(C)OC(N(N1C(=CC2=CC=CC=C12)C1=CC=CC=C1)C1=CC=CC=C1)=O (Phenyl-(2-phenyl-indol-1-yl)-carbamic acid tert-butyl ester). The reagents and catalysts are Cl[Pd]Cl (PdCl2). The solvent is CN(C)C=O (DMF). As a reaction SMILES: C([O-])([O-])=O.[Cs+].[Cs+].Cl[C:8]1[CH:13]=[CH:12][CH:11]=[CH:10][C:9]=1[C:14]#[C:15][C:16]1[CH:21]=[CH:20][CH:19]=[CH:18][CH:17]=1.[C:22]([O:26][C:27]([N:29]([C:31]1[CH:36]=[CH:35][CH:34]=[CH:33][CH:32]=1)[NH2:30])=[O:28])([CH3:25])([CH3:24])[CH3:23]>Cl[Pd]Cl.CN(C=O)C>[C:22]([O:26][C:27](=[O:28])[N:29]([C:31]1[CH:36]=[CH:35][CH:34]=[CH:33][CH:32]=1)[N:30]1[C:8]2[C:9](=[CH:10][CH:11]=[CH:12][CH:13]=2)[CH:14]=[C:15]1[C:16]1[CH:21]=[CH:20][CH:19]=[CH:18][CH:17]=1)([CH3:25])([CH3:23])[CH3:24] |f:0.1.2|. Reactants: FC(COC1=CC(NC=N1)=S)(F)F (6-(2,2,2-trifluoroethoxy)-4(3H)-pyrimidinethione), BrCCC(C(F)(F)Br)F (1,4-dibromo-3,4,4-trifluorobutane), C([O-])([O-])=O.[K+].[K+] (potassium carbonate). The solvent is CC(=O)C (acetone). Run at time 7 hour. Yields the product BrC(C(CCSC1=NC=NC(=C1)OCC(F)(F)F)F)(F)F (4-[(4-bromo-3,4,4-trifluorobutyl)thio]-6-(2,2,2-trifluoroethoxy)-pyrimidin). Isolated yield 53.5%. As a reaction SMILES: [F:1][C:2]([F:13])([F:12])[CH2:3][O:4][C:5]1[N:10]=[CH:9][NH:8][C:7](=[S:11])[CH:6]=1.Br[CH2:15][CH2:16][CH:17]([F:22])[C:18]([Br:21])([F:20])[F:19].C(=O)([O-])[O-].[K+].[K+]>CC(C)=O>[Br:21][C:18]([F:20])([F:19])[CH:17]([F:22])[CH2:16][CH2:15][S:11][C:7]1[CH:6]=[C:5]([O:4][CH2:3][C:2]([F:1])([F:12])[F:13])[N:10]=[CH:9][N:8]=1 |f:2.3.4|. Reported procedure: 6-(2,2,2-trifluoroethoxy)-4(3H)-pyrimidinethione (see Example 1B) (3 g) and 1,4-dibromo-3,4,4-trifluorobutane (see Example 3A) (3.86 g) were added to acetone (50 cm3) containing potassium carbonate (1.97 g) and the mixture stirred at ambient temperature for 7 hours. After standing for a further 16 hours, tlc showed the reaction to be incomplete, so the mixture was heated to reflux for 5 hours. The reaction was then allowed to cool, inorganic solids were filtered off and washed with more acetone.... Starting materials: C(CC)O (n-propanol), ClC1=C(C=C(C(=O)O)C=C1[N+](=O)[O-])[N+](=O)[O-] (4-chloro-3,5-dinitro-benzoic acid), S(O)(O)(=O)=O (sulfuric acid), C(CC)O (n-propanol). Solvent: C1=CC=CC=C1 (benzene), C1=CC=CC=C1 (benzene), O (water). The product is C(CC)OC(C1=CC(=C(C(=C1)[N+](=O)[O-])Cl)[N+](=O)[O-])=O (n-propyl-4-chloro-3,5-dinitro-benzoate). The yield is 88.0%. As a reaction SMILES: [Cl:1][C:2]1[C:10]([N+:11]([O-:13])=[O:12])=[CH:9][C:5]([C:6]([OH:8])=[O:7])=[CH:4][C:3]=1[N+:14]([O-:16])=[O:15].S(=O)(=O)(O)O.[CH2:22](O)[CH2:23][CH3:24]>C1C=CC=CC=1.O>[CH2:22]([O:7][C:6](=[O:8])[C:5]1[CH:4]=[C:3]([N+:14]([O-:16])=[O:15])[C:2]([Cl:1])=[C:10]([N+:11]([O-:13])=[O:12])[CH:9]=1)[CH2:23][CH3:24]. Reported procedure: Into a 50 l enamelled double-walled apparatus equipped with a stirrer and adjusted to azeotropic distillation 7.5 kg (0.125 kmole) of n-propanol, 19 kg of benzene, 25 kg (0.1 kmole) of 4-chloro-3,5-dinitro-benzoic acid and 1 kg of concentrated sulfuric acid are weighed in. The reactor is closed and the content thereof is heated to boiling by means of steam heating. The reaction mixture is heated to boiling (86°-90° C. until no more water leaves the system while the organic phase (a mixture of be... The reactants are C(C1=CC=CC=C1)N1C(=C(C2=CC=CC=C12)/C=C(/C(=O)N)\C#N)OCC ((2E)-3-(1-benzyl-2-ethoxy-1H-indol-3-yl)-2-cyanoacrylamide), [NH4+].[OH-] (NH4OH). Solvent: CO (MeOH). Reaction conditions: time 8 hour. The product is NC=1C(=CC2=C(N(C3=CC=CC=C23)CC2=CC=CC=C2)N1)C(=O)N (2-amino-9-benzyl-9H-pyrido[2,3-b]indole-3-carboxamide). Yield: 63.0%. As a reaction SMILES: [CH2:1]([N:8]1[C:16]2[C:11](=[CH:12][CH:13]=[CH:14][CH:15]=2)[C:10](/[CH:17]=[C:18](\[C:22]#[N:23])/[C:19]([NH2:21])=[O:20])=[C:9]1OCC)[C:2]1[CH:7]=[CH:6][CH:5]=[CH:4][CH:3]=1.[NH4+:27].[OH-]>CO>[NH2:23][C:22]1[C:18]([C:19]([NH2:21])=[O:20])=[CH:17][C:10]2[C:11]3[C:16](=[CH:15][CH:14]=[CH:13][CH:12]=3)[N:8]([CH2:1][C:2]3[CH:7]=[CH:6][CH:5]=[CH:4][CH:3]=3)[C:9]=2[N:27]=1 |f:1.2|. Procedure: To a solution of (2E)-3-(1-benzyl-2-ethoxy-1H-indol-3-yl)-2-cyanoacrylamide (vi-a, 2.00 g, 5.79 mmol) in MeOH (150 mL) was added NH4OH (30% weight solution of NH3 in water, 100 mL). The reaction was stirred at RT overnight. The reaction was concentrated under reduced pressure and the crude solid was triturated with H2O. The solid was filtered and triturated again with ether. A yellow solid was collected by suction filtration to yield 2-amino-9-benzyl-9H-pyrido[2,3-b]indole-3-carboxamide 1.23 g, ...